From a dataset of the Open Reaction Database (ORD), a public repository of structured organic reaction records. describe an organic reaction: reactants, conditions, products, and yield The reactants are C1CCOC1, O=C(Cl)c1ccc(OC(F)(F)F)cc1, CC(N)(C#N)Cn1cc2ncc(Br)cc2n1. Product: CC(C#N)(Cn1cc2ncc(Br)cc2n1)NC(=O)c1ccc(OC(F)(F)F)cc1. Reaction SMILES: [CH2:31]1[O:32][CH2:33][CH2:34][CH2:35]1.[F:1][C:2]([O:3][c:4]1[cH:5][cH:6][c:7]([C:8](=[O:9])[Cl:10])[cH:11][cH:12]1)([F:13])[F:14].[NH2:15][C:16]([C:17]#[N:18])([CH2:19][n:20]1[n:21][c:22]2[c:23]([n:24][cH:25][c:26]([Br:28])[cH:27]2)[cH:29]1)[CH3:30]>>[F:1][C:2]([O:3][c:4]1[cH:5][cH:6][c:7]([C:8](=[O:9])[NH:15][C:16]([C:17]#[N:18])([CH2:19][n:20]2[n:21][c:22]3[c:23]([n:24][cH:25][c:26]([Br:28])[cH:27]3)[cH:29]2)[CH3:30])[cH:11][cH:12]1)([F:13])[F:14]. Starting materials: N#N (N2), [NH4+].[Cl-] (NH4Cl), ClC1=C(COC(NC=2C=NN(C2)CC=2N=C(OC2)C(O)O)=O)C=CC=C1 ([1-(2-dihydroxymethyl-oxazol-4-ylmethyl)-1H-pyrazol-4-yl]-carbamic acid 2-chloro-benzyl ester), C[Al](C)C (trimethylaluminum), solution. Run in C(Cl)Cl (CH2Cl2), C1(=CC=CC=C1)C (toluene). Conditions: temperature 0 celsius, time 16 hour. Yields the product ClC1=C(COC(NC=2C=NN(C2)CC=2N=C(OC2)C(C)O)=O)C=CC=C1 ({1-[2-(1-Hydroxy-ethyl)-oxazol-4-ylmethyl]-1H-pyrazol-4-yl}-carbamic acid 2-chloro-benzyl ester). RXN SMILES: N#N.[Cl:3][C:4]1[CH:28]=[CH:27][CH:26]=[CH:25][C:5]=1[CH2:6][O:7][C:8](=[O:24])[NH:9][C:10]1[CH:11]=[N:12][N:13]([CH2:15][C:16]2[N:17]=[C:18]([CH:21](O)[OH:22])[O:19][CH:20]=2)[CH:14]=1.[CH3:29][Al](C)C.[NH4+].[Cl-]>C(Cl)Cl.C1(C)C=CC=CC=1>[Cl:3][C:4]1[CH:28]=[CH:27][CH:26]=[CH:25][C:5]=1[CH2:6][O:7][C:8](=[O:24])[NH:9][C:10]1[CH:11]=[N:12][N:13]([CH2:15][C:16]2[N:17]=[C:18]([CH:21]([OH:22])[CH3:29])[O:19][CH:20]=2)[CH:14]=1 |f:3.4|. Procedure details: In a flame dried round-bottomed flask equipped with a magnetic stir bar and under inert atmosphere (N2), a solution of [1-(2-dihydroxymethyl-oxazol-4-ylmethyl)-1H-pyrazol-4-yl]-carbamic acid 2-chloro-benzyl ester (212 mg, 0.56 mmol) in CH2Cl2 (4.0 mL) was treated at 0° C. with trimethylaluminum (1.40 mL of a 2M solution in toluene, 2.80 mmol). The reaction mixture was then stirred at 0° C. for 1 h and at rt for 16 h. Sat. aq. NH4Cl was then added and the aq. layer was extracted with CH2Cl2 (3×10... Reactants: CCOc1c(C(C)=C(F)CO)cc2c(c1Br)C(C)(C)CC=C2C(C)C, C[N+]1([O-])CCOCC1, CC#N, CCC[N+](CCC)(CCC)CCC, ClCCl, O=[Ru](=O)(=O)[O-]. Yields the product CCOc1c(C(C)=C(F)C=O)cc2c(c1Br)C(C)(C)CC=C2C(C)C. As a reaction SMILES: [Br:1][c:2]1[c:3]([O:23][CH2:24][CH3:25])[c:4]([C:17](=[C:18]([CH2:19][OH:20])[F:21])[CH3:22])[cH:5][c:6]2[c:11]1[C:10]([CH3:12])([CH3:13])[CH2:9][CH:8]=[C:7]2[CH:14]([CH3:15])[CH3:16].[CH3:26][N+:27]1([O-:28])[CH2:29][CH2:30][O:31][CH2:32][CH2:33]1.[CH3:37][C:38]#[N:39].[CH3:45][CH2:46][CH2:47][N+:48]([CH2:49][CH2:50][CH3:51])([CH2:52][CH2:53][CH3:54])[CH2:55][CH2:56][CH3:57].[Cl:34][CH2:35][Cl:36].[O-:40][Ru:41](=[O:42])(=[O:43])=[O:44]>>[Br:1][c:2]1[c:3]([O:23][CH2:24][CH3:25])[c:4]([C:17](=[C:18]([CH:19]=[O:20])[F:21])[CH3:22])[cH:5][c:6]2[c:11]1[C:10]([CH3:12])([CH3:13])[CH2:9][CH:8]=[C:7]2[CH:14]([CH3:15])[CH3:16]. Starting materials: [Br-], C1CCOC1, [Mg+]C1CCCC1, Cl, C#CCCC(=O)Sc1ccccn1. Product: C#CCCC(=O)C1CCCC1. As a reaction SMILES: [Br-:14].[CH2:22]1[O:23][CH2:24][CH2:25][CH2:26]1.[CH:15]1([Mg+:20])[CH2:16][CH2:17][CH2:18][CH2:19]1.[ClH:21].[n:1]1[cH:2][cH:3][cH:4][cH:5][c:6]1[S:7][C:8]([CH2:9][CH2:10][C:11]#[CH:12])=[O:13]>>[C:8]([CH2:9][CH2:10][C:11]#[CH:12])(=[O:13])[CH:15]1[CH2:16][CH2:17][CH2:18][CH2:19]1.